Dataset: the Open Reaction Database (ORD), a public repository of structured organic reaction records. Task: describe an organic reaction: reactants, conditions, products, and yield Starting materials: [BH4-], O=CC1=NN=C(c2ccc([N+](=O)[O-])cc2)c2cc(Cl)ccc2C1, [Na+], C1CCOC1, O. Product: O=[N+]([O-])c1ccc(C2=NN=C(CO)Cc3ccc(Cl)cc32)cc1. As a reaction SMILES: [BH4-:24].[CH:1](=[O:2])[C:3]1=[N:4][N:5]=[C:6]([c:15]2[cH:16][cH:17][c:18]([N+:21](=[O:22])[O-:23])[cH:19][cH:20]2)[c:7]2[c:8]([cH:10][cH:11][c:12]([Cl:14])[cH:13]2)[CH2:9]1.[Na+:25].[O:26]1[CH2:27][CH2:28][CH2:29][CH2:30]1.[OH2:31]>>[CH2:1]([OH:2])[C:3]1=[N:4][N:5]=[C:6]([c:15]2[cH:16][cH:17][c:18]([N+:21](=[O:22])[O-:23])[cH:19][cH:20]2)[c:7]2[c:8]([cH:10][cH:11][c:12]([Cl:14])[cH:13]2)[CH2:9]1. Reported procedure: A mixture of 6-acetoxy-2-carboxybicyclo[3,3,0]octane (2.23 g; prepared as described in Reference Example 5 and predominantly in the 2β-configuration), methanol (25 ml), and concentrated hydrochloric acid (0.15 ml), was heated at reflux for 16 hours. The mixture was then concentrated under reduced pressure to a third of its previous volume, and it was then added to an excess of water. The mixture was extracted with dichloromethane. The combined dichloromethane extracts were washed with saturated ... Starting materials: Cl (hydrochloric acid), CO (methanol), C(C)(=O)OC1C2CCC(C2CC1)C(=O)O (6-acetoxy-2-carboxybicyclo[3,3,0]octane). As a reaction SMILES: C([O:4][CH:5]1[CH2:12][CH2:11][CH:10]2[CH:6]1[CH2:7][CH2:8][CH:9]2[C:13]([OH:15])=[O:14])(=O)C.Cl.[CH3:17]O>>[OH:4][CH:5]1[CH2:12][CH2:11][CH:10]2[CH:6]1[CH2:7][CH2:8][CH:9]2[C:13]([O:15][CH3:17])=[O:14]. The product is OC1C2CCC(C2CC1)C(=O)OC (6-hydroxy-2-methoxycarbonylbicyclo[3,3,0]octane). Starting materials: O=[N+]([O-])c1ccc2c(cnn2Cc2ccccc2)c1, CC(=O)O, [Fe]. Product: Nc1ccc2c(cnn2Cc2ccccc2)c1. RXN SMILES: [CH2:1]([c:2]1[cH:3][cH:4][cH:5][cH:6][cH:7]1)[n:8]1[n:9][cH:10][c:11]2[cH:12][c:13]([N+:17]([O-:18])=[O:19])[cH:14][cH:15][c:16]12.[CH3:20][C:21](=[O:22])[OH:23].[Fe:24]>>[CH2:1]([c:2]1[cH:3][cH:4][cH:5][cH:6][cH:7]1)[n:8]1[n:9][cH:10][c:11]2[cH:12][c:13]([NH2:17])[cH:14][cH:15][c:16]12. Starting materials: [Br-], CC(NC(=O)c1ccc(Cc2ccccc2)[nH]1)C(=O)NC(C=O)CC(=O)O, CO, [K+]. The product is CC(NC(=O)c1ccc[nH]1)C(=O)NC(C=O)CC(=O)O. As a reaction SMILES: [Br-:28].[CH2:1]([c:2]1[cH:3][cH:4][cH:5][cH:6][cH:7]1)[c:8]1[cH:9][cH:10][c:11]([C:13](=[O:14])[NH:15][CH:16]([CH3:17])[C:18](=[O:19])[NH:20][CH:21]([CH2:22][C:23](=[O:24])[OH:25])[CH:26]=[O:27])[nH:12]1.[CH3:30][OH:31].[K+:29]>>[cH:8]1[cH:9][cH:10][c:11]([C:13](=[O:14])[NH:15][CH:16]([CH3:17])[C:18](=[O:19])[NH:20][CH:21]([CH2:22][C:23](=[O:24])[OH:25])[CH:26]=[O:27])[nH:12]1. Starting materials: [Br-], C1CCOC1, O=S(c1ccccc1)c1ncc(Cl)cc1F, COc1cc([Mg+])c(F)cc1Cl. Product: COc1cc(-c2ncc(Cl)cc2F)c(F)cc1Cl. RXN SMILES: [Br-:1].[CH2:29]1[O:30][CH2:31][CH2:32][CH2:33]1.[Cl:13][c:14]1[cH:15][c:16]([F:28])[c:17]([S:20]([c:21]2[cH:22][cH:23][cH:24][cH:25][cH:26]2)=[O:27])[n:18][cH:19]1.[Cl:2][c:3]1[cH:4][c:5]([F:12])[c:6]([Mg+:11])[cH:7][c:8]1[O:9][CH3:10]>>[Cl:2][c:3]1[cH:4][c:5]([F:12])[c:6](-[c:17]2[c:16]([F:28])[cH:15][c:14]([Cl:13])[cH:19][n:18]2)[cH:7][c:8]1[O:9][CH3:10].